Dataset: the Open Reaction Database (ORD), a public repository of structured organic reaction records. Task: describe an organic reaction: reactants, conditions, products, and yield The reactants are COc1ccc2c(c1)OCC(c1c(F)c(F)c(F)c(F)c1F)C2c1ccc(OCCN2CCCCC2)cc1, Cl, c1ccncc1. Yields the product Oc1ccc2c(c1)OCC(c1c(F)c(F)c(F)c(F)c1F)C2c1ccc(OCCN2CCCCC2)cc1. As a reaction SMILES: [CH3:1][O:2][c:3]1[cH:4][cH:5][c:6]2[c:11]([cH:12]1)[O:10][CH2:9][CH:8]([c:13]1[c:14]([F:23])[c:15]([F:22])[c:16]([F:21])[c:17]([F:20])[c:18]1[F:19])[CH:7]2[c:24]1[cH:25][cH:26][c:27]([O:30][CH2:31][CH2:32][N:33]2[CH2:34][CH2:35][CH2:36][CH2:37][CH2:38]2)[cH:28][cH:29]1.[ClH:39].[n:40]1[cH:41][cH:42][cH:43][cH:44][cH:45]1>>[OH:2][c:3]1[cH:4][cH:5][c:6]2[c:11]([cH:12]1)[O:10][CH2:9][CH:8]([c:13]1[c:14]([F:23])[c:15]([F:22])[c:16]([F:21])[c:17]([F:20])[c:18]1[F:19])[CH:7]2[c:24]1[cH:25][cH:26][c:27]([O:30][CH2:31][CH2:32][N:33]2[CH2:34][CH2:35][CH2:36][CH2:37][CH2:38]2)[cH:28][cH:29]1. Reactants: [Al+3], ClCCl, [Cl-], [Cl-], [Cl-], CC(C)Cl, Cl, c1ccc(-c2ccc(-c3cccs3)s2)cc1. As a reaction SMILES: [Al+3:2].[CH2:26]([Cl:27])[Cl:28].[Cl-:1].[Cl-:3].[Cl-:4].[Cl:21][CH:22]([CH3:23])[CH3:24].[ClH:25].[c:5]1(-[c:11]2[cH:12][cH:13][c:14](-[c:16]3[s:17][cH:18][cH:19][cH:20]3)[s:15]2)[cH:6][cH:7][cH:8][cH:9][cH:10]1>>[c:5]1(-[c:11]2[cH:12][cH:13][c:14](-[c:16]3[s:17][c:18]([CH:22]([CH3:23])[CH3:24])[cH:19][cH:20]3)[s:15]2)[cH:6][cH:7][cH:8][cH:9][cH:10]1. Yields the product CC(C)c1ccc(-c2ccc(-c3ccccc3)s2)s1. Starting materials: C([O-])([O-])=O.[K+].[K+] (Potassium carbonate), ClCC=1C=C(C(=O)NC=2C=C(C=CC2C)NC(=O)C2=CC(=NC=C2)N2CCOCC2)C=CC1 (N-[3-(3-chloromethylbenzamido)-4-methylphenyl]-2-morpholinopyridine-4-carboxamide), CN1CCNCCC1 (1-methylhomopiperazine). Run in O (water). Run at temperature 80 celsius. The product is CN1CCN(CCC1)CC=1C=C(C(=O)NC=2C=C(C=CC2C)NC(=O)C2=CC(=NC=C2)N2CCOCC2)C=CC1 (N-{3-[3-(4-methylhomopiperazin-1-ylmethyl)benzamido]-4-methylphenyl}-2-morpholinopyridine-4-carboxamide). RXN SMILES: C(=O)([O-])[O-].[K+].[K+].Cl[CH2:8][C:9]1[CH:10]=[C:11]([CH:37]=[CH:38][CH:39]=1)[C:12]([NH:14][C:15]1[CH:16]=[C:17]([NH:22][C:23]([C:25]2[CH:30]=[CH:29][N:28]=[C:27]([N:31]3[CH2:36][CH2:35][O:34][CH2:33][CH2:32]3)[CH:26]=2)=[O:24])[CH:18]=[CH:19][C:20]=1[CH3:21])=[O:13].[CH3:40][N:41]1[CH2:47][CH2:46][CH2:45][NH:44][CH2:43][CH2:42]1>O>[CH3:40][N:41]1[CH2:47][CH2:46][CH2:45][N:44]([CH2:8][C:9]2[CH:10]=[C:11]([CH:37]=[CH:38][CH:39]=2)[C:12]([NH:14][C:15]2[CH:16]=[C:17]([NH:22][C:23]([C:25]3[CH:30]=[CH:29][N:28]=[C:27]([N:31]4[CH2:36][CH2:35][O:34][CH2:33][CH2:32]4)[CH:26]=3)=[O:24])[CH:18]=[CH:19][C:20]=2[CH3:21])=[O:13])[CH2:43][CH2:42]1 |f:0.1.2|. Reported procedure: Potassium carbonate (0.138 g) was added to a mixture of N-[3-(3-chloromethylbenzamido)-4-methylphenyl]-2-morpholinopyridine-4-carboxamide (0.232 g) and 1-methylhomopiperazine (1 ml) and the mixture was stirred and heated to 80° C. for 16 hours. The reaction mixture was allowed to cool to ambient temperature and water (25 ml) was added. The resultant solid was isolated, washed with water and dried under vacuum at 55° C. There was thus obtained the title compound (0.176 g); NMR Spectrum: (DMSOd6) ... Reactants: crude product, COC1=CC=C(OC=2C=C(C(=O)O)C=CC2)C=C1 (3-(4'-methoxyphenoxy)benzoic acid). Run in CO (methanol), C(C)(=O)O (acetic acid), solution, Br (hydrogen bromide), C(C)(=O)OCC (ethyl acetate). Yields the product OC1=CC=C(OC=2C=C(C(=O)O)C=CC2)C=C1 (3-(4'-hydroxyphenoxy)benzoic acid). RXN SMILES: C[O:2][C:3]1[CH:18]=[CH:17][C:6]([O:7][C:8]2[CH:9]=[C:10]([CH:14]=[CH:15][CH:16]=2)[C:11]([OH:13])=[O:12])=[CH:5][CH:4]=1>C(O)(=O)C.Br.C(OCC)(=O)C.CO>[OH:2][C:3]1[CH:18]=[CH:17][C:6]([O:7][C:8]2[CH:9]=[C:10]([CH:14]=[CH:15][CH:16]=2)[C:11]([OH:13])=[O:12])=[CH:5][CH:4]=1. Procedure details: An amount of 3-(4'-methoxyphenoxy)benzoic acid (40.7 g, 0.167 mole) was dissolved in 200 ml of acetic acid to which 150 ml of a 48 percent solution of hydrogen bromide (HBr) was added (Aldrich Chemical Company). The reaction mixture was heated to reflux under nitrogen for 14.5 hours. The cooled reaction mixture was then diluted with 400 ml of ethyl acetate (EtOAc), washed with saturated NaCl (3×150 ml), dried with MgSO4, filtered, and solvent evaporated to afford a dark brown solid. The crude pr... The product is CC(C)c1ccc(N(Cc2ccc(Br)cc2)C(=O)Nc2c(C(C)C)cccc2C(C)C)cc1. Reaction SMILES: [Br:1][c:2]1[cH:3][cH:4][c:5]([CH2:8][NH:9][c:10]2[cH:11][cH:12][c:13]([CH:16]([CH3:17])[CH3:18])[cH:14][cH:15]2)[cH:6][cH:7]1.[CH:19]([CH3:20])([CH3:21])[c:22]1[c:23]([N:31]=[C:32]=[O:33])[c:24]([CH:28]([CH3:29])[CH3:30])[cH:25][cH:26][cH:27]1>>[Br:1][c:2]1[cH:3][cH:4][c:5]([CH2:8][N:9]([c:10]2[cH:11][cH:12][c:13]([CH:16]([CH3:17])[CH3:18])[cH:14][cH:15]2)[C:32]([NH:31][c:23]2[c:22]([CH:19]([CH3:20])[CH3:21])[cH:27][cH:26][cH:25][c:24]2[CH:28]([CH3:29])[CH3:30])=[O:33])[cH:6][cH:7]1. Reactants: CC(C)c1ccc(NCc2ccc(Br)cc2)cc1, CC(C)c1cccc(C(C)C)c1N=C=O. RXN SMILES: [Br:9][CH2:10][CH2:11][CH2:12][C:13]#[N:14].[C:15](=[O:16])([O-:17])[O-:18].[CH3:21][N:22]([CH3:23])[CH:24]=[O:25].[K+:19].[K+:20].[OH:1][CH2:2][CH:3]1[CH2:4][CH:5]([OH:8])[CH2:6][NH:7]1>>[OH:1][CH2:2][CH:3]1[CH2:4][CH:5]([OH:8])[CH2:6][N:7]1[CH2:10][CH2:11][CH2:12][C:13]#[N:14]. Starting materials: N#CCCCBr, O=C([O-])[O-], CN(C)C=O, [K+], [K+], OCC1CC(O)CN1. Yields the product N#CCCCN1CC(O)CC1CO.